From a dataset of the Open Reaction Database (ORD), a public repository of structured organic reaction records. describe an organic reaction: reactants, conditions, products, and yield The reactants are [Al+3], C1CCOC1, [H-], [H-], [H-], [H-], [Li+], CN(C)C(=O)Cc1cccc(-c2cccc3[nH]ccc23)c1. Yields the product CN(C)CCc1cccc(-c2cccc3[nH]ccc23)c1. Reaction SMILES: [Al+3:2].[CH2:28]1[O:29][CH2:30][CH2:31][CH2:32]1.[H-:1].[H-:4].[H-:5].[H-:6].[Li+:3].[nH:7]1[cH:8][cH:9][c:10]2[c:11](-[c:16]3[cH:17][c:18]([CH2:22][C:23](=[O:24])[N:25]([CH3:26])[CH3:27])[cH:19][cH:20][cH:21]3)[cH:12][cH:13][cH:14][c:15]12>>[nH:7]1[cH:8][cH:9][c:10]2[c:11](-[c:16]3[cH:17][c:18]([CH2:22][CH2:23][N:25]([CH3:26])[CH3:27])[cH:19][cH:20][cH:21]3)[cH:12][cH:13][cH:14][c:15]12. Reactants: C([O-])(O)=O.[NH4+] (ammonium bicarbonate), N1=CC=CC=C1 (pyridine), Boc-anhydride, C(C)(C)(C)OC(=O)N1C2CC3CC(CC1C3)(C2)C(=O)O (2-(tert-butoxycarbonyl)-2-azatricyclo[3.3.1.13,7]decane-5-carboxylic acid). Solvent: C(C)#N (acetonitrile). Run at time 1 hour. The product is C(N)(=O)C12CC3N(C(CC(C1)C3)C2)C(=O)OC(C)(C)C (tert-butyl 5-carbamoyl-2-azatricyclo[3.3.1.13,7]decane-2-carboxylate). Isolated yield 87.0%. RXN SMILES: [C:1]([O:5][C:6]([N:8]1[CH:15]2[CH2:16][CH:11]3[CH2:12][C:13]([C:18]([OH:20])=O)([CH2:17][CH:9]1[CH2:10]3)[CH2:14]2)=[O:7])([CH3:4])([CH3:3])[CH3:2].[N:21]1C=CC=CC=1.C(=O)(O)[O-].[NH4+]>C(#N)C>[C:18]([C:13]12[CH2:14][CH:15]3[CH2:16][CH:11]([CH2:10][CH:9]([N:8]3[C:6]([O:5][C:1]([CH3:4])([CH3:3])[CH3:2])=[O:7])[CH2:17]1)[CH2:12]2)(=[O:20])[NH2:21] |f:2.3|. Procedure: A 50 mL RB flask fitted with magnetic stirrer was charged with 5 mL of acetonitrile and 2-(tert-butoxycarbonyl)-2-azatricyclo[3.3.1.13,7]decane-5-carboxylic acid, Intermediate-10 (0.16 g, 0.56 mmol). Under N2 atm, pyridine (60 mg, 0.6 mmol) and Boc-anhydride (0.148 g, 0.6 mmol) was added to the reaction mixture and was stirred for 1 hr. After 1 hr, ammonium bicarbonate solid (75 mg, 0.9 mmol) was added and the reaction mixture was stirred at room temperature for 12 hours. After completion of the... Reactants: C(#N)C=1C=C(C2=C(N=C(O2)C2=CC=C(C(=O)NCC3(CN(C(O3)=O)C3=NC=C(C=C3)[N+](=O)[O-])C)C=C2)C1)C(C)C (4-(5-Cyano-7-isopropyl-1,3-benzoxazol-2-yl)-N-{[5-methyl-3-(5-nitropyridin-2-yl)-2-oxo-1,3-oxazolidin-5-yl]methyl}benzamide), [H][H] (hydrogen). Reagents/catalysts: [Pd] (palladium on carbon). The solvent is CO (methanol), O1CCCC1 (tetrahydrofuran). The product is NC=1C=CC(=NC1)N1C(OC(C1)(C)CNC(C1=CC=C(C=C1)C=1OC2=C(N1)C=C(C=C2C(C)C)C#N)=O)=O (N-{[3-(5-Aminopyridin-2-yl)-5-methyl-2-oxo-1,3-oxazolidin-5-yl]methyl}-4-(5-cyano-7-isopropyl-1,3-benzoxazol-2-yl)benzamide). Yield: 83.9%. RXN SMILES: [C:1]([C:3]1[CH:4]=[C:5]([CH:38]([CH3:40])[CH3:39])[C:6]2[O:10][C:9]([C:11]3[CH:36]=[CH:35][C:14]([C:15]([NH:17][CH2:18][C:19]4([CH3:34])[O:23][C:22](=[O:24])[N:21]([C:25]5[CH:30]=[CH:29][C:28]([N+:31]([O-])=O)=[CH:27][N:26]=5)[CH2:20]4)=[O:16])=[CH:13][CH:12]=3)=[N:8][C:7]=2[CH:37]=1)#[N:2].[H][H]>CO.O1CCCC1.[Pd]>[NH2:31][C:28]1[CH:29]=[CH:30][C:25]([N:21]2[CH2:20][C:19]([CH2:18][NH:17][C:15](=[O:16])[C:14]3[CH:13]=[CH:12][C:11]([C:9]4[O:10][C:6]5[C:5]([CH:38]([CH3:40])[CH3:39])=[CH:4][C:3]([C:1]#[N:2])=[CH:37][C:7]=5[N:8]=4)=[CH:36][CH:35]=3)([CH3:34])[O:23][C:22]2=[O:24])=[N:26][CH:27]=1. Reported procedure: To a mixture of 4-(5-cyano-7-isopropyl-1,3-benzoxazol-2-yl)-N-{[5-methyl-3-(5-nitropyridin-2-yl)-2-oxo-1,3-oxazolidin-5-yl]methyl}benzamide (154 mg, EXAMPLE 57) in 10 ml of methanol and 10 ml of tetrahydrofuran was added 50 mg of palladium on carbon (10% wet). The mixture was stirred at 40° C. under a balloon of hydrogen for 15 h. The sample was cooled to room temperature, and was filtered through a small plug of Celite, eluting with methanol. The eluent was concentrated and purified via column ... The reactants are C(C)OC(CC1=CC2=CC=C(C=C2C=C1)CN1C(=NC=2C1=NC(=CC2C)C)CC)=O ([6-(2-ethyl-5,7-dimethylimidazo[4,5-b]pyridin-3-ylmethyl)naphthalen-2-yl]acetic acid ethyl ester), C(C)OC(CC1=CC2=CC=C(C=C2C=C1)CN1C(=NC=2C1=NC(=CC2C)C)CC)=O ([6-(2-ethyl-5,7-dimethylimidazo[4,5-b]pyridin-3-ylmethyl)naphthalen-2-yl]acetic acid ethyl ester), solution, CC(C)([O-])C.[K+] (potassium t-butoxide), C1CCOC1 (THF), CC(C)([O-])C.[K+] (potassium t-butoxide), ClC\C=C/CCl (cis-1,4-dichlorobut-2-ene). The solvent is C1CCOC1.CN1CCCN(C1=O)C (THF DMPU). Reaction conditions: temperature -78 celsius, time 15 minute. Product: C(C)OC(=O)C1(CC=CC1)C1=CC2=CC=C(C=C2C=C1)CN1C(=NC=2C1=NC(=CC2C)C)CC (1-[6-(2-ethyl-5,7-dimethylimidazo[4,5-b]pyridin-3-ylmethyl)naphthalen-2-yl]cyclopent-3-ene carboxylic acid ethyl ester). Reaction SMILES: [CH2:1]([O:3][C:4](=[O:30])[CH2:5][C:6]1[CH:15]=[CH:14][C:13]2[C:8](=[CH:9][CH:10]=[C:11]([CH2:16][N:17]3[C:21]4=[N:22][C:23]([CH3:27])=[CH:24][C:25]([CH3:26])=[C:20]4[N:19]=[C:18]3[CH2:28][CH3:29])[CH:12]=2)[CH:7]=1)[CH3:2].CC(C)([O-])C.[K+].[CH2:37]1[CH2:41]O[CH2:39][CH2:38]1.ClC/C=C\CCl>C1COCC1.CN1C(=O)N(C)CCC1>[CH2:1]([O:3][C:4]([C:5]1([C:6]2[CH:15]=[CH:14][C:13]3[C:8](=[CH:9][CH:10]=[C:11]([CH2:16][N:17]4[C:21]5=[N:22][C:23]([CH3:27])=[CH:24][C:25]([CH3:26])=[C:20]5[N:19]=[C:18]4[CH2:28][CH3:29])[CH:12]=3)[CH:7]=2)[CH2:39][CH:38]=[CH:37][CH2:41]1)=[O:30])[CH3:2] |f:1.2,5.6|. Reported procedure: To a solution of the product of Step 3, above (52) (95 mg, 0.24 mmol), in THF/DMPU (1 ml/0.25 ml) at -78° C., was added 1.0M solution of potassium t-butoxide in THF (0.24 ml, 0.24 mmol). The solution was stirred for 15 minutes at -78° C. and cis-1,4-dichlorobut-2-ene (0.025 ml, 0.24 mmol) was added. The reaction mixture was stirred at -78° C. for 10 minutes and a second equivalent of 1.0M potassium t-butoxide solution was added. The reaction mixture was warmed to -50° C. for 15 minutes, the cool... Reactants: CCOC(=O)Cc1ccc(OC)c(-c2ccc(C(F)(F)F)cc2CBr)c1, C1COCCO1, [H-], [Na+], Oc1ccccc1. Yields the product CCOC(=O)Cc1ccc(OC)c(-c2ccc(C(F)(F)F)cc2COc2ccccc2)c1. RXN SMILES: [CH2:1]([CH3:2])[O:3][C:4]([CH2:5][c:6]1[cH:7][c:8](-[c:14]2[c:15]([CH2:24][Br:25])[cH:16][c:17]([C:20]([F:21])([F:22])[F:23])[cH:18][cH:19]2)[c:9]([O:12][CH3:13])[cH:10][cH:11]1)=[O:26].[CH2:36]1[O:37][CH2:38][CH2:39][O:40][CH2:41]1.[H-:34].[Na+:35].[OH:27][c:28]1[cH:29][cH:30][cH:31][cH:32][cH:33]1>>[CH2:1]([CH3:2])[O:3][C:4]([CH2:5][c:6]1[cH:7][c:8](-[c:14]2[c:15]([CH2:24][O:27][c:28]3[cH:29][cH:30][cH:31][cH:32][cH:33]3)[cH:16][c:17]([C:20]([F:21])([F:22])[F:23])[cH:18][cH:19]2)[c:9]([O:12][CH3:13])[cH:10][cH:11]1)=[O:26].